Dataset: the Open Reaction Database (ORD), a public repository of structured organic reaction records. Task: describe an organic reaction: reactants, conditions, products, and yield Reactants: ClC1=NC=CC=C1C(=O)O (2-chloro-3-pyridinecarboxylic acid), ClC=1C=C(N)C=CC1 (3-chloroaniline). Run in O (H2O), O (H2O). Run at time 1 hour. Product: ClC=1C=C(C=CC1)NC1=NC=CC=C1C(=O)O (2-[(3-chlorophenyl)amino]-3-pyridinecarboxylic acid). The yield is 93.3%. Reaction SMILES: Cl[C:2]1[C:7]([C:8]([OH:10])=[O:9])=[CH:6][CH:5]=[CH:4][N:3]=1.[Cl:11][C:12]1[CH:13]=[C:14]([CH:16]=[CH:17][CH:18]=1)[NH2:15]>O>[Cl:11][C:12]1[CH:13]=[C:14]([NH:15][C:2]2[C:7]([C:8]([OH:10])=[O:9])=[CH:6][CH:5]=[CH:4][N:3]=2)[CH:16]=[CH:17][CH:18]=1. Procedure: A mixture of 2-chloro-3-pyridinecarboxylic acid (78.75 g, 0.500 mol), 3-chloroaniline (127.6 g, 1.00 mol), paratoluenesulfonic acid.H2O (8.5 g, 45 mmol), and H2O (500 mL) was refluxed 4 hrs. The solids dissolved, and after 1 hr, the solution gave a precipitate. The cooled mixture was filtered, and the collected yellow solid was washed with cold H2 0 and was dried (60° ) to give 2-[(3-chlorophenyl)amino]-3-pyridinecarboxylic acid (116.0 g, 93.3%), mp 197°-199° C. B. Stirring 2-[(3-chloro-phenyl)a... Reactants: NC1=CC(=C(C#N)C=C1)Cl (4-amino-2-chlorobenzonitrile), C(C)(C)N(C(C)C)CC (N,N-diisopropylethylamine), CS(=O)(=O)Cl (methanesulfonyl chloride). The solvent is ClCCl (dichloromethane). Conditions: time 12 hour. Yields the product ClC=1C=C(C=CC1C#N)NS(=O)(=O)C (N-(3-Chloro-4-cyanophenyl)methanesulfonamide). As a reaction SMILES: [NH2:1][C:2]1[CH:9]=[CH:8][C:5]([C:6]#[N:7])=[C:4]([Cl:10])[CH:3]=1.C(N(CC)C(C)C)(C)C.[CH3:20][S:21](Cl)(=[O:23])=[O:22]>ClCCl>[Cl:10][C:4]1[CH:3]=[C:2]([NH:1][S:21]([CH3:20])(=[O:23])=[O:22])[CH:9]=[CH:8][C:5]=1[C:6]#[N:7]. Reported procedure: To a stirred solution of 4-amino-2-chlorobenzonitrile (5.02 g, 32.9 mmol) in dichloromethane (80 mL) was added N,N-diisopropylethylamine (17.0 mL, 97.8 mmol) and methanesulfonyl chloride (3.0 mL, 38.8 mmol) at −78° C. The reaction was then allowed to warm to room temperature slowly. After stirring at room temperature for 12 h, the reaction was quenched with 1 N hydrochloric acid. The organic phase was concentrated in vacuo and the residue was purified by flash chromatography (silica gel, 50:50 h... The reactants are ClC1=C(C=CC=C1)CC=O (o-chlorophenylacetaldehyde), ClC1=C(C=O)C(=CC(=C1)Cl)OCC1=CC=CC=C1 (2,4-dichloro-6-phenylmethoxybenzaldehyde). Product: ClC1=C(C=CC=C1)C[C@H]1C[C@@H](CC(O1)=O)O (Trans-6-(2-chlorophenylmethyl)-3,4,5,6-tetrahydro-4-hydroxy-2H-pyran-2-one). RXN SMILES: [Cl:1][C:2]1[CH:7]=[CH:6][CH:5]=[CH:4][C:3]=1[CH2:8][CH:9]=[O:10].ClC1C=C(Cl)[CH:17]=[C:16]([O:21]CC2C=CC=CC=2)[C:13]=1[CH:14]=[O:15]>>[Cl:1][C:2]1[CH:7]=[CH:6][CH:5]=[CH:4][C:3]=1[CH2:8][C@@H:9]1[O:10][C:14](=[O:15])[CH2:13][C@@H:16]([OH:21])[CH2:17]1. Procedure details: By substituting an equimolar amount of o-chlorophenylacetaldehyde for 2,4-dichloro-6-phenylmethoxybenzaldehyde in step C of Example 1 and following Steps C through F there is obtained a corresponding amount of the title compound. Starting materials: CC(C(=O)OC(C)(C)C)(CC(=O)O[C@@H]1C([C@@H]2CC[C@]3([C@@]4(CC[C@@]5(C([C@H]4CC[C@@H]3[C@]2(CC1)C)=C(C(C5)=O)C(C)C)\C=C\C(=O)NC5(CC5)C5=CC=C(C=C5)Cl)C)C)(C)C)C (1-tert-butyl 4-((3aS,5aR,5bR,7aR,9S,11aR,11bR,13aS)-3a-((E)-3-((1-(4-chlorophenyl)cyclopropyl)amino)-3-oxoprop-1-en-1-yl)-1-isopropyl-5a,5b,8,8,11a-pentamethyl-2-oxo-3,3a,4,5,5a,5b,6,7,7a,8,9,10,11,11a,11b,12,13,13a-octadecahydro-2H-cyclopenta[a]chrysen-9-yl) 2,2-dimethylsuccinate), C(=O)(C(F)(F)F)O (TFA), CC#N (MeCN). Solvent: ClCCl (Dichloromethane). Product: C(=O)(C(F)(F)F)O.O (TFA H2O), ClC1=CC=C(C=C1)C1(CC1)NC(/C=C/[C@]12C([C@H]3CC[C@@H]4[C@]5(CC[C@@H](C([C@@H]5CC[C@]4([C@@]3(CC1)C)C)(C)C)OC(CC(C(=O)O)(C)C)=O)C)=C(C(C2)=O)C(C)C)=O (4-(((3aS,5aR,5bR,7aR,9S,11aR,11bR,13aS)-3a-((E)-3-((1-(4-chlorophenyl)cyclopropyl)amino)-3-oxoprop-1-en-1-yl)-1-isopropyl-5a,5b,8,8,11a-pentamethyl-2-oxo-3,3a,4,5,5a,5b,6,7,7a,8,9,10,11,11a,11b,12,13,13a-octadecahydro-2H-cyclopenta[a]chrysen-9-yl)oxy)-2,2-dimethyl-4-oxobutanoic acid). Isolated yield 58.5%. Reaction SMILES: [CH3:1][C:2]([CH3:59])([CH2:10][C:11]([O:13][C@H:14]1[CH2:31][CH2:30][C@@:29]2([CH3:32])[C@@H:16]([CH2:17][CH2:18][C@:19]3([CH3:56])[C@@H:28]2[CH2:27][CH2:26][C@H:25]2[C@@:20]3([CH3:55])[CH2:21][CH2:22][C@@:23]3(/[CH:40]=[CH:41]/[C:42]([NH:44][C:45]4([C:48]5[CH:53]=[CH:52][C:51]([Cl:54])=[CH:50][CH:49]=5)[CH2:47][CH2:46]4)=[O:43])[CH2:35][C:34](=[O:36])[C:33]([CH:37]([CH3:39])[CH3:38])=[C:24]32)[C:15]1([CH3:58])[CH3:57])=[O:12])[C:3]([O:5]C(C)(C)C)=[O:4].[C:60]([OH:66])([C:62]([F:65])([F:64])[F:63])=[O:61].CC#N>ClCCl>[C:60]([OH:66])([C:62]([F:65])([F:64])[F:63])=[O:61].[OH2:4].[Cl:54][C:51]1[CH:50]=[CH:49][C:48]([C:45]2([NH:44][C:42](=[O:43])/[CH:41]=[CH:40]/[C@:23]34[CH2:35][C:34](=[O:36])[C:33]([CH:37]([CH3:38])[CH3:39])=[C:24]3[C@@H:25]3[C@@:20]([CH3:55])([CH2:21][CH2:22]4)[C@@:19]4([CH3:56])[C@@H:28]([C@:29]5([CH3:32])[C@@H:16]([CH2:17][CH2:18]4)[C:15]([CH3:58])([CH3:57])[C@@H:14]([O:13][C:11](=[O:12])[CH2:10][C:2]([CH3:1])([CH3:59])[C:3]([OH:5])=[O:4])[CH2:31][CH2:30]5)[CH2:27][CH2:26]3)[CH2:47][CH2:46]2)=[CH:53][CH:52]=1 |f:4.5|. Procedure: To a solution of 1-tert-butyl 4-((3aS,5aR,5bR,7aR,9S,11aR,11bR,13aS)-3a-((E)-3-((1-(4-chlorophenyl)cyclopropyl)amino)-3-oxoprop-1-en-1-yl)-1-isopropyl-5a,5b,8,8,11a-pentamethyl-2-oxo-3,3a,4,5,5a,5b,6,7,7a,8,9,10,11,11a,11b,12,13,13a-octadecahydro-2H-cyclopenta[a]chrysen-9-yl) 2,2-dimethylsuccinate (460 mg, 0.554 mmol) in Dichloromethane (6 mL) was added TFA (3 mL, 0.554 mmol). The reaction mixture was stirred at r.t for 2 hs and evaporated in vacuo to afford crude product, which was purified by ...